Dataset: the Open Reaction Database (ORD), a public repository of structured organic reaction records. Task: describe an organic reaction: reactants, conditions, products, and yield The reactants are Cl/C/1=C(/C(=O)OC1=O)\Cl (dichloromaleic anhydride), ClC1=CC=C(C=C1)CCCN (3-(4-chlorophenyl)-propylamine), O (water). Solvent: C(C)(=O)O (acetic acid). Conditions: temperature 20 celsius. Product: ClC1=CC=C(C=C1)CCCN=C(\C(=C(/C(=O)O)\Cl)\Cl)O (dichloromaleic acid N-[3-(4-chlorophenyl)-propyl]-imide). Isolated yield 77.5%. As a reaction SMILES: [Cl:1][C:2]1=[C:3]([Cl:9])[C:4]([O:6][C:7]1=[O:8])=[O:5].[Cl:10][C:11]1[CH:16]=[CH:15][C:14]([CH2:17][CH2:18][CH2:19][NH2:20])=[CH:13][CH:12]=1.O>C(O)(=O)C>[Cl:10][C:11]1[CH:12]=[CH:13][C:14]([CH2:17][CH2:18][CH2:19][N:20]=[C:4]([OH:5])/[C:3](/[Cl:9])=[C:2](/[Cl:1])\[C:7]([OH:6])=[O:8])=[CH:15][CH:16]=1. Reported procedure: 16.7 g (0.1 mol) of dichloromaleic anhydride and 17.0 g (0.1 mol) of 3-(4-chlorophenyl)-propylamine are stirred in 100 ml of glacial acetic acid under reflux for 4 hours. 50 ml of water are added and the mixture is cooled to 20° C. The product is filtered off with suction and dried. 26.1 g (82% of theory) of dichloromaleic acid N-[3-(4-chlorophenyl)-propyl]-imide of melting point 72°-73° C. are obtained.